This data is from the Open Reaction Database (ORD), a public repository of structured organic reaction records. The task is: describe an organic reaction: reactants, conditions, products, and yield The reactants are [I-].[Na+] (sodium iodide), BrCCCCCBr (1,5-dibromopentane), C(C)N(C(C)C)C(C)C (N-ethyl-diisopropylamine), NC1=CC=C2CNC(C2=C1)=O (6-Amino-2,3-dihydro-isoindol-1-one). Solvent: C(C)#N (acetonitrile). Run at temperature 75 celsius, time 20 hour. The product is N1(CCCCC1)C1=CC=C2CNC(C2=C1)=O (6-piperidin-1-yl-2,3-dihydro-isoindol-1-one). RXN SMILES: [NH2:1][C:2]1[CH:10]=[C:9]2[C:5]([CH2:6][NH:7][C:8]2=[O:11])=[CH:4][CH:3]=1.[I-].[Na+].Br[CH2:15][CH2:16][CH2:17][CH2:18][CH2:19]Br.C(N(C(C)C)C(C)C)C>C(#N)C>[N:1]1([C:2]2[CH:10]=[C:9]3[C:5]([CH2:6][NH:7][C:8]3=[O:11])=[CH:4][CH:3]=2)[CH2:19][CH2:18][CH2:17][CH2:16][CH2:15]1 |f:1.2|. Reported procedure: 6-Amino-2,3-dihydro-isoindol-1-one (0.810 g, CAS 675109-45-2) was dissolved in 12 ml of acetonitrile and treated successively with sodium iodide (2.458 g, 3 eq.), 1,5-dibromopentane (1.11 ml, 1.5 eq.), and N-ethyl-diisopropylamine (2.88 ml, 3.1 eq.), and the mixture was stirred at 75° C. for 20 h. Pouring onto crushed ice, twofold extraction with AcOEt, washing with water and brine, drying over magnesium sulfate, and evaporation of the solvents, followed by crystallization from hexane/ethyl acet... Starting materials: BrC=1C(=CC(=C(C(=O)O)C1)O)OC (5-bromo-2-hydroxy-4-methoxybenzoic acid), [N+](=[N-])=C[Si](C)(C)C.CCCCCC ((diazomethyl)trimethylsilane hexane), C(C)(=O)O (acetic acid). The solvent is CO (methanol). Conditions: time 3 hour. The product is BrC=1C(=CC(=C(C(=O)OC)C1)O)OC (methyl 5-bromo-2-hydroxy-4-methoxybenzoate). As a reaction SMILES: [Br:1][C:2]1[C:3]([O:12][CH3:13])=[CH:4][C:5]([OH:11])=[C:6]([CH:10]=1)[C:7]([OH:9])=[O:8].[N+](=[CH:16][Si](C)(C)C)=[N-].CCCCCC.C(O)(=O)C>CO>[Br:1][C:2]1[C:3]([O:12][CH3:13])=[CH:4][C:5]([OH:11])=[C:6]([CH:10]=1)[C:7]([O:9][CH3:16])=[O:8] |f:1.2|. Procedure details: To a solution of 5-bromo-2-hydroxy-4-methoxybenzoic acid (2.00 g) in methanol (10.0 mL) was added 0.6M (diazomethyl)trimethylsilane/hexane solution (14.8 mL) under ice-cooling, and the mixture was stirred for 3 hr. To the reaction mixture was added acetic acid (0.12 mL), and the solvent was evaporated under reduced pressure. The residue was purified by silica gel column chromatography (ethyl acetate/hexane) to give the title compound (2.08 g). Reactants: CCO, CC(=O)O, Cc1cc([N+](=O)[O-])ccc1S, [Fe]. The product is Cc1cc(N)ccc1S. As a reaction SMILES: [CH3:12][CH2:13][OH:14].[CH3:15][C:16](=[O:17])[OH:18].[CH3:1][c:2]1[c:3]([SH:11])[cH:4][cH:5][c:6]([N+:8]([O-:9])=[O:10])[cH:7]1.[Fe:19]>>[CH3:1][c:2]1[c:3]([SH:11])[cH:4][cH:5][c:6]([NH2:8])[cH:7]1.